Dataset: the Open Reaction Database (ORD), a public repository of structured organic reaction records. Task: describe an organic reaction: reactants, conditions, products, and yield The reactants are O=C(n1ccnc1)n1ccnc1, CS(N)(=O)=O, Cc1ccc(F)cc1C1NC(=O)CC(c2cc(F)ccc2OC(C)(C)C(=O)O)C12C(=O)Nc1cc(Cl)ccc12, Cl, [H-], [Na+], CN(C)C=O, O. Yields the product Cc1ccc(F)cc1C1NC(=O)CC(c2cc(F)ccc2OC(C)(C)C(=O)NS(C)(=O)=O)C12C(=O)Nc1cc(Cl)ccc12. As a reaction SMILES: [C:40]([n:41]1[cH:42][cH:43][n:44][cH:45]1)([n:46]1[cH:47][cH:48][n:49][cH:50]1)=[O:51].[CH3:52][S:53](=[O:54])(=[O:55])[NH2:56].[Cl:1][c:2]1[cH:3][cH:4][c:5]2[c:9]([cH:10]1)[NH:8][C:7](=[O:11])[C:6]21[CH:12]([c:32]2[c:33]([CH3:39])[cH:34][cH:35][c:36]([F:38])[cH:37]2)[NH:13][C:14](=[O:31])[CH2:15][CH:16]1[c:17]1[c:18]([O:24][C:25]([CH3:26])([CH3:27])[C:28](=[O:29])[OH:30])[cH:19][cH:20][c:21]([F:23])[cH:22]1.[ClH:59].[H-:58].[Na+:57].[O:60]=[CH:61][N:62]([CH3:63])[CH3:64].[OH2:65]>>[Cl:1][c:2]1[cH:3][cH:4][c:5]2[c:9]([cH:10]1)[NH:8][C:7](=[O:11])[C:6]21[CH:12]([c:32]2[c:33]([CH3:39])[cH:34][cH:35][c:36]([F:38])[cH:37]2)[NH:13][C:14](=[O:31])[CH2:15][CH:16]1[c:17]1[c:18]([O:24][C:25]([CH3:26])([CH3:27])[C:28](=[O:29])[NH:56][S:53]([CH3:52])(=[O:54])=[O:55])[cH:19][cH:20][c:21]([F:23])[cH:22]1. Starting materials: OC1=NC=C(C=C1)C(=O)O (2-Hydroxypyridine-5-carboxylic acid), O=S(Cl)Cl (SOCl2), ClCCl (dichloromethane). Reagents/catalysts: CN(C)C=O (DMF). The product is ClC1=NC=C(C=C1Cl)C(=O)O (2-Chloro-5-carboxychloropyridine). RXN SMILES: O[C:2]1C=[CH:6][C:5]([C:8]([OH:10])=[O:9])=[CH:4][N:3]=1.O=S(Cl)[Cl:13].Cl[CH2:16][Cl:17]>CN(C=O)C>[Cl:13][C:2]1[C:16]([Cl:17])=[CH:6][C:5]([C:8]([OH:10])=[O:9])=[CH:4][N:3]=1. Procedure details: 2-Hydroxypyridine-5-carboxylic acid (4 g, 29 mmol) was dissolved 150 mL of dichloromethane, 50 mL of SOCl2, and five drops of DMF. The raction mixture was heated to reflux under a nitrogen atmosphere for sixteen hours. The reaction mixture was evaporated to an oily solid and used without further purification or characterization (see Preparation 3). The reactants are CN1CCC(CC1)(C#N)C1=CC=CC=C1 (1-methyl-4-phenylpiperidine-4-carbonitrile), [H-].[H-].[H-].[H-].[Li+].[Al+3] (LAH). Run in C1CCOC1 (THF), C1CCOC1 (THF). Conditions: time 2 hour. Yields the product CN1CCC(CC1)(C1=CC=CC=C1)CN ((1-methyl-4-phenylpiperidin-4-yl)methanamine). Yield: 89.8%. RXN SMILES: [CH3:1][N:2]1[CH2:7][CH2:6][C:5]([C:10]2[CH:15]=[CH:14][CH:13]=[CH:12][CH:11]=2)([C:8]#[N:9])[CH2:4][CH2:3]1.[H-].[H-].[H-].[H-].[Li+].[Al+3]>C1COCC1>[CH3:1][N:2]1[CH2:7][CH2:6][C:5]([CH2:8][NH2:9])([C:10]2[CH:15]=[CH:14][CH:13]=[CH:12][CH:11]=2)[CH2:4][CH2:3]1 |f:1.2.3.4.5.6|. Reported procedure: A solution of 1-methyl-4-phenylpiperidine-4-carbonitrile (1.0 g, 4.99 mmol) in THF (25 mL) was slowly added to a suspension of LAH (0.379, 9.99 mmol) in THF (10 mL). The reaction was stirred for 2 hours and then quenched with sodium sulfate decahydrate. This was stirred for 30 minutes, and then ethyl acetate was added. The mixture was stirred 10 minutes, and then filtered on celite. The filtrate was concentrated on rotovap to give the desired compound (0.916 g, 96%) as an oil. 1H NMR (400 MHz, C... Starting materials: Br, O=N[O-], Nc1cccc(C(O)(C(F)(F)F)C(F)(F)F)c1, [Na+], O. The product is OC(c1cccc(Br)c1)(C(F)(F)F)C(F)(F)F. Reaction SMILES: [BrH:22].[N:18]([O-:19])=[O:20].[NH2:1][c:2]1[cH:3][c:4]([C:8]([C:9]([F:10])([F:11])[F:12])([C:13]([F:14])([F:15])[F:16])[OH:17])[cH:5][cH:6][cH:7]1.[Na+:21].[OH2:23]>>[c:2]1([Br:22])[cH:3][c:4]([C:8]([C:9]([F:10])([F:11])[F:12])([C:13]([F:14])([F:15])[F:16])[OH:17])[cH:5][cH:6][cH:7]1. Reactants: [Br-], C1CCOC1, CON(C)C(=O)c1ccc(C(F)(F)F)cc1, CCOCC, [Mg+]C1CC1, Cl, O. The product is O=C(c1ccc(C(F)(F)F)cc1)C1CC1. As a reaction SMILES: [Br-:17].[CH2:24]1[O:25][CH2:26][CH2:27][CH2:28]1.[CH3:1][O:2][N:3]([C:4]([c:5]1[cH:6][cH:7][c:8]([C:11]([F:12])([F:13])[F:14])[cH:9][cH:10]1)=[O:15])[CH3:16].[CH3:29][CH2:30][O:31][CH2:32][CH3:33].[CH:18]1([Mg+:21])[CH2:19][CH2:20]1.[ClH:23].[OH2:22]>>[C:4]([c:5]1[cH:6][cH:7][c:8]([C:11]([F:12])([F:13])[F:14])[cH:9][cH:10]1)(=[O:15])[CH:18]1[CH2:19][CH2:20]1. Starting materials: COC(C1=C(C=NC=C1)N)=O (3-amino-isonicotinic acid methyl ester), FC(C(=O)O)(F)F (trifluoroacetic acid), C(C)(=O)O[BH-](OC(C)=O)OC(C)=O.[Na+] (sodium triacetoxyborohydride), O1CCC(CC1)=O (tetrahydro-pyran-4-one), [Na] (sodium). Run in CN(C=O)C (N,N-dimethylformamide). Run at time 24 hour. Yields the product COC(C1=C(C=NC=C1)NC1CCOCC1)=O (3-(tetrahydro-pyran-4-ylamino)-isonicotinic acid methyl ester). As a reaction SMILES: [CH3:1][O:2][C:3](=[O:11])[C:4]1[CH:9]=[CH:8][N:7]=[CH:6][C:5]=1[NH2:10].FC(F)(F)C(O)=O.C(O[BH-](OC(=O)C)OC(=O)C)(=O)C.[Na+].[O:33]1[CH2:38][CH2:37][C:36](=O)[CH2:35][CH2:34]1.[Na]>CN(C)C=O>[CH3:1][O:2][C:3](=[O:11])[C:4]1[CH:9]=[CH:8][N:7]=[CH:6][C:5]=1[NH:10][CH:36]1[CH2:37][CH2:38][O:33][CH2:34][CH2:35]1 |f:2.3,^1:39|. Procedure details: To a mixture of 3-amino-isonicotinic acid methyl ester (500 mg, 3.29 mmol), dry N,N-dimethylformamide (10 mL), trifluoroacetic acid (1 mL) and sodium triacetoxyborohydride (1.4 g, 6.6 mmol, 2 eq) was added tetrahydro-pyran-4-one (0.5 mL, 4.94 mmol, 1.3 eq). The reaction mixture was stirred at room temperature for 24 hours then poured into saturated sodium hydrogenocarbonate (100 mL) and extracted with ethyl acetate (100 mL). The organic layer was dried over sodium sulfate and evaporated to dryne...